This data is from the Open Reaction Database (ORD), a public repository of structured organic reaction records. The task is: describe an organic reaction: reactants, conditions, products, and yield The reactants are [Al+3], ClCCl, CCOC(=O)C(=O)Cl, c1ccc(SC2CC2)cc1, [Cl-], [Cl-], [Cl-]. The product is CCOC(=O)C(=O)c1ccc(SC2CC2)cc1. RXN SMILES: [Al+3:4].[CH2:23]([Cl:24])[Cl:25].[CH2:5]([CH3:6])[O:7][C:8]([C:9](=[O:10])[Cl:11])=[O:12].[CH:13]1([S:16][c:17]2[cH:18][cH:19][cH:20][cH:21][cH:22]2)[CH2:14][CH2:15]1.[Cl-:1].[Cl-:2].[Cl-:3]>>[CH2:5]([CH3:6])[O:7][C:8]([C:9](=[O:10])[c:20]1[cH:19][cH:18][c:17]([S:16][CH:13]2[CH2:14][CH2:15]2)[cH:22][cH:21]1)=[O:12]. Reactants: CC(=O)Nc1cccc(C=O)c1, [K+], O=[N+]([O-])[O-], O, O=S(=O)(O)O. Yields the product CC(=O)Nc1ccc([N+](=O)[O-])c(C=O)c1. As a reaction SMILES: [CH:6](=[O:7])[c:8]1[cH:9][c:10]([NH:14][C:15]([CH3:16])=[O:17])[cH:11][cH:12][cH:13]1.[K+:1].[O-:2][N+:3]([O-:4])=[O:5].[OH2:18].[S:19](=[O:20])(=[O:21])([OH:22])[OH:23]>>[O-:2][N+:3](=[O:5])[c:13]1[c:8]([CH:6]=[O:7])[cH:9][c:10]([NH:14][C:15]([CH3:16])=[O:17])[cH:11][cH:12]1. Starting materials: FC1=CC=C(C2=CC=CC=C12)C(C(CCCC(=O)OCC)O)=O (ethyl 6-(4-fluoro-1-naphthyl)-5-hydroxy-6-oxohexanoate), N1=CC=CC=C1 (pyridine), C(OC1=CC=CC=C1)(=O)Cl (phenyl chlorocarbonate). The solvent is O1CCCC1 (tetrahydrofuran). The product is FC1=CC=C(C2=CC=CC=C12)C(C(CCCC(=O)OCC)OC(=O)OC1=CC=CC=C1)=O (ethyl 6-(4-fluoro-1-naphthyl)-6-oxo-5-phenoxycarbonyloxyhexanoate). Yield: 100.5%. Reaction SMILES: [F:1][C:2]1[C:11]2[C:6](=[CH:7][CH:8]=[CH:9][CH:10]=2)[C:5]([C:12](=[O:23])[CH:13]([OH:22])[CH2:14][CH2:15][CH2:16][C:17]([O:19][CH2:20][CH3:21])=[O:18])=[CH:4][CH:3]=1.N1C=CC=CC=1.[C:30](Cl)(=[O:38])[O:31][C:32]1[CH:37]=[CH:36][CH:35]=[CH:34][CH:33]=1>O1CCCC1>[F:1][C:2]1[C:11]2[C:6](=[CH:7][CH:8]=[CH:9][CH:10]=2)[C:5]([C:12](=[O:23])[CH:13]([O:22][C:30]([O:31][C:32]2[CH:37]=[CH:36][CH:35]=[CH:34][CH:33]=2)=[O:38])[CH2:14][CH2:15][CH2:16][C:17]([O:19][CH2:20][CH3:21])=[O:18])=[CH:4][CH:3]=1. Procedure: To a mixture of ethyl 6-(4-fluoro-1-naphthyl)-5-hydroxy-6-oxohexanoate (19.0 g), pyridine (5.50 g) and tetrahydrofuran (100 ml) was added dropwise phenyl chlorocarbonate (10.8 g) with stirring under ice-cooling. After 16 hours of stirring at room temperature, the reaction mixture was concentrated, diluted with ethyl acetate (400 ml) and washed with water (200 ml). The organic layer was dried over anhydrous magnesium sulfate, and concentrated to give ethyl 6-(4-fluoro-1-naphthyl)-6-oxo-5-phenoxyc... Starting materials: C(CC\C=C/C\C=C/C\C=C/C\C=C/C\C=C/C\C=C/CC)(=O)N[C@H](C(=O)O[C@@H]([C@@H](C(=O)OC)NC(C1=CN=CC=C1)=O)C)C ((2S,3R)-methyl 3-((S)-2-((4Z,7Z,10Z,13Z,16Z,19Z)-docosa-4,7,10,13,16,19-hexaenamido)propanoyloxy)-2-(nicotinamido)butanoate), C(CCC\C=C/C\C=C/C\C=C/C\C=C/C\C=C/CC)(=O)O ((5Z,8Z,11Z,14Z,17Z)-eicosa-5,8,11,14,17-pentaenoic acid). Yields the product C(CCC\C=C/C\C=C/C\C=C/C\C=C/C\C=C/CC)(=O)N[C@H](C(=O)O[C@@H]([C@@H](C(=O)OC)NC(C1=CN=CC=C1)=O)C)C ((2S,3R)-methyl 3-((S)-2-((5Z,8Z,11Z,14Z,17Z)-icosa-5,8,11,14,17-pentaenamido)propanoyloxy)-2-(nicotinamido)butanoate). RXN SMILES: [C:1]([NH:24][C@@H:25]([CH3:45])[C:26]([O:28][C@H:29]([CH3:44])[C@H:30]([NH:35][C:36](=[O:43])[C:37]1[CH:42]=[CH:41][CH:40]=[N:39][CH:38]=1)[C:31]([O:33][CH3:34])=[O:32])=[O:27])(=[O:23])[CH2:2][CH2:3]/[CH:4]=[CH:5]\[CH2:6]/[CH:7]=[CH:8]\[CH2:9]/[CH:10]=[CH:11]\[CH2:12]/[CH:13]=[CH:14]\[CH2:15]/[CH:16]=[CH:17]\[CH2:18]/[CH:19]=[CH:20]\CC.C(O)(=O)CCC/C=C\C/C=C\C/C=C\C/C=C\C/C=C\CC>>[C:1]([NH:24][C@@H:25]([CH3:45])[C:26]([O:28][C@H:29]([CH3:44])[C@H:30]([NH:35][C:36](=[O:43])[C:37]1[CH:42]=[CH:41][CH:40]=[N:39][CH:38]=1)[C:31]([O:33][CH3:34])=[O:32])=[O:27])(=[O:23])[CH2:2][CH2:3][CH2:4]/[CH:5]=[CH:6]\[CH2:7]/[CH:8]=[CH:9]\[CH2:10]/[CH:11]=[CH:12]\[CH2:13]/[CH:14]=[CH:15]\[CH2:16]/[CH:17]=[CH:18]\[CH2:19][CH3:20]. Procedure: The same synthetic sequence outlined above for the preparation of (2S,3R)-methyl 3-((S)-2-((4Z,7Z,10Z,13Z,16Z,19Z)-docosa-4,7,10,13,16,19-hexaenamido)propanoyloxy)-2-(nicotinamido)butanoate was used, except that (5Z,8Z,11Z,14Z,17Z)-eicosa-5,8,11,14,17-pentaenoic acid (EPA) was used instead of DHA. MS calculated for C34H47N3O6: 593.35; found: [M+H]+594. The reactants are BrC1=CC(=C(C(=O)NCC2=CC=C(C=C2)Cl)C(=C1)CC)CC (4-bromo-N-[(4-chlorophenyl)-methyl]-2,6-diethyl-benzamide), N1CCOCC1 (morpholine), C([O-])([O-])=O.[Cs+].[Cs+] (caesium carbonate), C1(=CC=CC=C1)P(C1=C(C2=CC=CC=C2C=C1)C1=C(C=CC2=CC=CC=C12)P(C1=CC=CC=C1)C1=CC=CC=C1)C1=CC=CC=C1 (2,2′-bis(diphenylphosphino)-1,1′-binaphthyl). Reagents/catalysts: C=1C=CC(=CC1)/C=C/C(=O)/C=C/C2=CC=CC=C2.C=1C=CC(=CC1)/C=C/C(=O)/C=C/C2=CC=CC=C2.C=1C=CC(=CC1)/C=C/C(=O)/C=C/C2=CC=CC=C2.[Pd].[Pd] (tris(dibenzylideneacetone)-dipalladium(0)). The solvent is C1(=CC=CC=C1)C (toluene). Reaction conditions: temperature 120 celsius. The product is ClC1=CC=C(C=C1)CNC(C1=C(C=C(C=C1CC)N1CCOCC1)CC)=O (N-[(4-chlorophenyl)-methyl]-2,6-diethyl-4-morpholin-4-yl-benzamide). Yield: 52.2%. Reaction SMILES: Br[C:2]1[CH:18]=[C:17]([CH2:19][CH3:20])[C:5]([C:6]([NH:8][CH2:9][C:10]2[CH:15]=[CH:14][C:13]([Cl:16])=[CH:12][CH:11]=2)=[O:7])=[C:4]([CH2:21][CH3:22])[CH:3]=1.[NH:23]1[CH2:28][CH2:27][O:26][CH2:25][CH2:24]1.C(=O)([O-])[O-].[Cs+].[Cs+].C1(P(C2C=CC=CC=2)C2C=CC3C(=CC=CC=3)C=2C2C3C(=CC=CC=3)C=CC=2P(C2C=CC=CC=2)C2C=CC=CC=2)C=CC=CC=1>C1(C)C=CC=CC=1.C1C=CC(/C=C/C(/C=C/C2C=CC=CC=2)=O)=CC=1.C1C=CC(/C=C/C(/C=C/C2C=CC=CC=2)=O)=CC=1.C1C=CC(/C=C/C(/C=C/C2C=CC=CC=2)=O)=CC=1.[Pd].[Pd]>[Cl:16][C:13]1[CH:14]=[CH:15][C:10]([CH2:9][NH:8][C:6](=[O:7])[C:5]2[C:17]([CH2:19][CH3:20])=[CH:18][C:2]([N:23]3[CH2:28][CH2:27][O:26][CH2:25][CH2:24]3)=[CH:3][C:4]=2[CH2:21][CH3:22])=[CH:11][CH:12]=1 |f:2.3.4,7.8.9.10.11|. Procedure: To a solution of 4-bromo-N-[(4-chlorophenyl)-methyl]-2,6-diethyl-benzamide (0.34 g, 0.90 mmol) in toluene (3 ml), morpholine (0.11 g, 1.29 mmol), caesium carbonate (0.40 g, 1.22 mmol) and 2,2′-bis(diphenylphosphino)-1,1′-binaphthyl (0.06 g, 0.09 mmol) are added. After degassing with argon for 30 min tris(dibenzylideneacetone)-dipalladium(0) (0.04 g, 0.04 mmol) are added and the mixture is heated at 120° C. for 16 h. After completion of the reaction (monitored by TLC) the mixture is filtered thro...